This data is from the Open Reaction Database (ORD), a public repository of structured organic reaction records. The task is: describe an organic reaction: reactants, conditions, products, and yield The reactants are CO, CCOC(C)=O, [Li+], [OH-], C=C1CC(OC2CCCCO2)C(CC=CCCCC(=O)OC)C1C=CC(O[Si](c1ccccc1)(c1ccccc1)C(C)(C)C)c1cc2ccccc2s1. The product is C=C1CC(OC2CCCCO2)C(CC=CCCCC(=O)O)C1C=CC(O[Si](c1ccccc1)(c1ccccc1)C(C)(C)C)c1cc2ccccc2s1. Reaction SMILES: [CH3:54][OH:55].[CH3:58][CH2:59][O:60][C:61](=[O:62])[CH3:63].[Li+:57].[OH-:56].[s:1]1[c:2]2[c:3]([cH:4][c:5]1[CH:6]([CH:7]=[CH:8][CH:9]1[CH:10]([CH2:22][CH:23]=[CH:24][CH2:25][CH2:26][CH2:27][C:28](=[O:29])[O:30][CH3:31])[CH:11]([O:15][CH:16]3[O:17][CH2:18][CH2:19][CH2:20][CH2:21]3)[CH2:12][C:13]1=[CH2:14])[O:32][Si:33]([c:34]1[cH:35][cH:36][cH:37][cH:38][cH:39]1)([c:40]1[cH:41][cH:42][cH:43][cH:44][cH:45]1)[C:46]([CH3:47])([CH3:48])[CH3:49])[cH:50][cH:51][cH:52][cH:53]2>>[s:1]1[c:2]2[c:3]([cH:4][c:5]1[CH:6]([CH:7]=[CH:8][CH:9]1[CH:10]([CH2:22][CH:23]=[CH:24][CH2:25][CH2:26][CH2:27][C:28](=[O:29])[OH:30])[CH:11]([O:15][CH:16]3[O:17][CH2:18][CH2:19][CH2:20][CH2:21]3)[CH2:12][C:13]1=[CH2:14])[O:32][Si:33]([c:34]1[cH:35][cH:36][cH:37][cH:38][cH:39]1)([c:40]1[cH:41][cH:42][cH:43][cH:44][cH:45]1)[C:46]([CH3:47])([CH3:48])[CH3:49])[cH:50][cH:51][cH:52][cH:53]2. Starting materials: COC1=NC=NC=C1 (4-methoxypyrimidine), CN(C)CCN (unsym-dimethylethylene diamine). Solvent: C=1(C(=CC=CC1)C)C (xylene). Yields the product CN(CCNC1=NC=NC=C1)C (4-(2-Dimethylaminoethylamino)pyrimidine). As a reaction SMILES: CO[C:3]1[CH:8]=[CH:7][N:6]=[CH:5][N:4]=1.[CH3:9][N:10]([CH2:12][CH2:13][NH2:14])[CH3:11]>C1(C)C(C)=CC=CC=1>[CH3:9][N:10]([CH3:11])[CH2:12][CH2:13][NH:14][C:3]1[CH:8]=[CH:7][N:6]=[CH:5][N:4]=1. Procedure details: A solution of 4-methoxypyrimidine (12.9 g., 0.117 mole) and unsym-dimethylethylene diamine (20.7 g., 0.23 mole) in 40 ml of xylene is heated under reflux for 64 hours. The reaction is concentrated and the oil is distilled at 15 mm of Hg. 4-(2-Dimethylaminoethylamino)pyrimidine, boiling at 164°-169° C., is collected. Reactants: [BH4-].[Na+] (sodium borohydride), alcohol, 77g, N1(CCCCC1)C1OC2=C(C1)C(=C(C(=C2OC)OCC)C(C=CC2=CC=C(C=C2)OC)=O)OC (piperidino-6-ethoxy-5-p-methoxycinnamoyl-4,7-dimethoxy-2,3-dihydrobenzofuran). Solvent: N1=CC=CC=C1 (pyridine). Product: N1(CCCCC1)C1OC2=C(C1)C(=C(C(=C2OC)OCC)C(CCC2=CC=C(C=C2)OC)O)OC (Piperidino-6-ethoxy-5-(3'-p-methoxyphenyl-1'-hydroxypropyl)-4,7-dimethoxy-2,3-dihydrobenzofuran). The yield is 75.0%. Reaction SMILES: [BH4-].[Na+].[N:3]1([CH:9]2[CH2:13][C:12]3[C:14]([O:35][CH3:36])=[C:15]([C:23](=[O:34])[CH:24]=[CH:25][C:26]4[CH:31]=[CH:30][C:29]([O:32][CH3:33])=[CH:28][CH:27]=4)[C:16]([O:20][CH2:21][CH3:22])=[C:17]([O:18][CH3:19])[C:11]=3[O:10]2)[CH2:8][CH2:7][CH2:6][CH2:5][CH2:4]1>N1C=CC=CC=1>[N:3]1([CH:9]2[CH2:13][C:12]3[C:14]([O:35][CH3:36])=[C:15]([CH:23]([OH:34])[CH2:24][CH2:25][C:26]4[CH:31]=[CH:30][C:29]([O:32][CH3:33])=[CH:28][CH:27]=4)[C:16]([O:20][CH2:21][CH3:22])=[C:17]([O:18][CH3:19])[C:11]=3[O:10]2)[CH2:8][CH2:7][CH2:6][CH2:5][CH2:4]1 |f:0.1|. Procedure: 65.2g of pyridine, 2ml of concentrated soda and then 31.3g of powdered sodium borohydride is added to a solution in 500ml of 96° alcohol of 77g of piperidino-6-ethoxy-5-p-methoxycinnamoyl-4,7-dimethoxy-2,3-dihydrobenzofuran obtained in the preceding stage, over a period of 10 to 15 minutes. The mixture is refluxed for 7 hours, the solvents removed, the residue is dissolved in water extracted with ethyl acetate, washed with water, dried over sodium sulphate and evaporated to dryness. The crude pr... Starting materials: CC(C)(C)OC(=O)N1CCC(c2ncnc3cc(F)ccc23)CC1, C1CCOC1, O=C1CCCN1CCCO. Yields the product CC(C)(C)OC(=O)N1CCC(c2ncnc3cc(OCCCN4CCCC4=O)ccc23)CC1. Reaction SMILES: [C:1]([CH3:2])([CH3:3])([CH3:4])[O:5][C:6](=[O:7])[N:8]1[CH2:9][CH2:10][CH:11]([c:14]2[n:15][cH:16][n:17][c:18]3[cH:19][c:20]([F:24])[cH:21][cH:22][c:23]23)[CH2:12][CH2:13]1.[CH2:35]1[O:36][CH2:37][CH2:38][CH2:39]1.[OH:25][CH2:26][CH2:27][CH2:28][N:29]1[C:30](=[O:34])[CH2:31][CH2:32][CH2:33]1>>[C:1]([CH3:2])([CH3:3])([CH3:4])[O:5][C:6](=[O:7])[N:8]1[CH2:9][CH2:10][CH:11]([c:14]2[n:15][cH:16][n:17][c:18]3[cH:19][c:20]([O:25][CH2:26][CH2:27][CH2:28][N:29]4[C:30](=[O:34])[CH2:31][CH2:32][CH2:33]4)[cH:21][cH:22][c:23]23)[CH2:12][CH2:13]1. Starting materials: CS(=O)(=O)OC[C@@H]1N(CCN(C1)CC1=CC=CC=C1)CC1=CC=CC=C1 (((2R)-1,4-dibenzyl-2-piperazinyl)methyl methanesulfonate), NC1=CC=CC=C1 (aniline). Solvent: CO (MeOH). Reaction conditions: temperature 140 celsius. The product is C(C1=CC=CC=C1)N1[C@H](CN(CC1)CC1=CC=CC=C1)CNC1=CC=CC=C1 (N-(((2S)-1,4-dibenzyl-2-piperazinyl)methyl)aniline). The yield is 73.2%. RXN SMILES: CS(O[CH2:6][C@H:7]1[CH2:12][N:11]([CH2:13][C:14]2[CH:19]=[CH:18][CH:17]=[CH:16][CH:15]=2)[CH2:10][CH2:9][N:8]1[CH2:20][C:21]1[CH:26]=[CH:25][CH:24]=[CH:23][CH:22]=1)(=O)=O.[NH2:27][C:28]1[CH:33]=[CH:32][CH:31]=[CH:30][CH:29]=1>CO>[CH2:20]([N:8]1[CH2:9][CH2:10][N:11]([CH2:13][C:14]2[CH:19]=[CH:18][CH:17]=[CH:16][CH:15]=2)[CH2:12][C@@H:7]1[CH2:6][NH:27][C:28]1[CH:33]=[CH:32][CH:31]=[CH:30][CH:29]=1)[C:21]1[CH:26]=[CH:25][CH:24]=[CH:23][CH:22]=1. Procedure details: A 20-mL vial was charged ((2R)-1,4-dibenzyl-2-piperazinyl)methyl methanesulfonate (1.01 g, 2.70 mmol, Example 184, Step 1), aniline (1.30 mL, 14.3 mmol, Alfa Aesar, Ward Hill, Mass.) and MeOH (12 mL). The reaction mixture was sealed and heated at 140° C. for 30 min in an Initiator microwave reactor (Biotage AB, Inc., Uppsala, Sweden). The mixture was allowed to cool to room temperature and then concentrated in vacuo. The crude product was purified by column chromatography (50 g of silica gel, (2... Reactants: C1(=C(C=CC=C1)CC(=O)O)C (o-tolylacetic acid), solution, C(CCC)[Li] (butyl lithium), C(=O)C=C (acrolein), ice water. Solvent: C1CCOC1 (THF). Conditions: time 2 hour. Yields the product OC(C(C(=O)O)C1=C(C=CC=C1)C)C=C (3-hydroxy-2-o-tolyl-4-pentenoic acid). Yield: 89.3%. As a reaction SMILES: [C:1]1([CH3:11])[CH:6]=[CH:5][CH:4]=[CH:3][C:2]=1[CH2:7][C:8]([OH:10])=[O:9].C([Li])CCC.[CH:17]([CH:19]=[CH2:20])=[O:18]>C1COCC1>[OH:18][CH:17]([CH:19]=[CH2:20])[CH:7]([C:2]1[CH:3]=[CH:4][CH:5]=[CH:6][C:1]=1[CH3:11])[C:8]([OH:10])=[O:9]. Reported procedure: A solution of o-tolylacetic acid (45.0 g.) in dry THF (300 ml.) was treated under argon at 5°-10° C. with a 1.60M solution (376 ml.) of butyl lithium. The suspension was stirred 2 hours at 5°-10° C. and then acrolein (dried over 3A molecular sieve) (20.0 ml., 16.8 g.) was added over 5 minutes. The mixture was stirred for 2 hours and then carefully treated with ice-water (1 1.) The aqueous mixture was washed with ether (200 ml.). The aqueous layer was separated and acidified to pH4 (HCl) and extr... Starting materials: N#Cc1cc([N+](=O)[O-])cc(Cl)n1, Cc1ccc(Cl)c(O)c1F. Yields the product Cc1ccc(Cl)c(Oc2cc(Cl)nc(C#N)c2)c1F. RXN SMILES: [Cl:11][c:12]1[cH:13][c:14]([N+:20]([O-:21])=[O:22])[cH:15][c:16]([C:18]#[N:19])[n:17]1.[Cl:1][c:2]1[cH:3][cH:4][c:5]([CH3:10])[c:6]([F:9])[c:7]1[OH:8]>>[Cl:1][c:2]1[cH:3][cH:4][c:5]([CH3:10])[c:6]([F:9])[c:7]1[O:8][c:14]1[cH:13][c:12]([Cl:11])[n:17][c:16]([C:18]#[N:19])[cH:15]1.